This data is from the Open Reaction Database (ORD), a public repository of structured organic reaction records. The task is: describe an organic reaction: reactants, conditions, products, and yield The product is CC(=O)N(C)c1ccc(Nc2nc(Nc3cccc(S(N)(=O)=O)c3)c3ccn(S(=O)(=O)c4ccc(C)cc4)c3n2)cc1. Reaction SMILES: [CH3:44][Si:45]([Cl:46])([CH3:47])[CH3:48].[Cl:1][c:2]1[n:3][c:4]([NH:21][c:22]2[cH:23][c:24]([S:28](=[O:29])(=[O:30])[NH2:31])[cH:25][cH:26][cH:27]2)[c:5]2[c:6]([n:7]1)[n:8]([S:11](=[O:12])(=[O:13])[c:14]1[cH:15][cH:16][c:17]([CH3:18])[cH:19][cH:20]1)[cH:9][cH:10]2.[NH2:32][c:33]1[cH:34][cH:35][c:36]([N:39]([C:40]([CH3:41])=[O:42])[CH3:43])[cH:37][cH:38]1.[O:49]1[CH2:50][CH2:51][O:52][CH2:53][CH2:54]1>>[c:2]1([NH:32][c:33]2[cH:34][cH:35][c:36]([N:39]([C:40]([CH3:41])=[O:42])[CH3:43])[cH:37][cH:38]2)[n:3][c:4]([NH:21][c:22]2[cH:23][c:24]([S:28](=[O:29])(=[O:30])[NH2:31])[cH:25][cH:26][cH:27]2)[c:5]2[c:6]([n:7]1)[n:8]([S:11](=[O:12])(=[O:13])[c:14]1[cH:15][cH:16][c:17]([CH3:18])[cH:19][cH:20]1)[cH:9][cH:10]2. Starting materials: C[Si](C)(C)Cl, Cc1ccc(S(=O)(=O)n2ccc3c(Nc4cccc(S(N)(=O)=O)c4)nc(Cl)nc32)cc1, CC(=O)N(C)c1ccc(N)cc1, C1COCCO1. Starting materials: CC(C)(C)OC(=O)N1CCCCC1CCOc1c(-c2cccs2)c(=O)[nH]c2cc(Cl)c([N+](=O)[O-])cc12, COc1ccccc1, O=C(O)C(F)(F)F. The product is O=c1[nH]c2cc(Cl)c([N+](=O)[O-])cc2c(OCCC2CCCCN2)c1-c1cccs1. As a reaction SMILES: [C:1]([O:2][C:3](=[O:4])[N:8]1[CH:9]([CH2:14][CH2:15][O:16][c:17]2[c:18](-[c:32]3[s:33][cH:34][cH:35][cH:36]3)[c:19](=[O:31])[nH:20][c:21]3[cH:22][c:23]([Cl:30])[c:24]([N+:27](=[O:28])[O-:29])[cH:25][c:26]23)[CH2:10][CH2:11][CH2:12][CH2:13]1)([CH3:5])([CH3:6])[CH3:7].[CH3:37][O:38][c:39]1[cH:40][cH:41][cH:42][cH:43][cH:44]1.[OH:45][C:46]([C:47]([F:48])([F:49])[F:50])=[O:51]>>[NH:8]1[CH:9]([CH2:14][CH2:15][O:16][c:17]2[c:18](-[c:32]3[s:33][cH:34][cH:35][cH:36]3)[c:19](=[O:31])[nH:20][c:21]3[cH:22][c:23]([Cl:30])[c:24]([N+:27](=[O:28])[O-:29])[cH:25][c:26]23)[CH2:10][CH2:11][CH2:12][CH2:13]1.